This data is from the Open Reaction Database (ORD), a public repository of structured organic reaction records. The task is: describe an organic reaction: reactants, conditions, products, and yield Reaction SMILES: Br[C:2]1[C:6]2[N:7]=[C:8](C3C(F)=CC=CC=3F)[C:9]3[CH:10]=[C:11]([C:15]#[N:16])[CH:12]=[CH:13][C:14]=3[C:5]=2[N:4](COCC[Si](C)(C)C)[N:3]=1>O1CCOCC1>[N:4]1[NH:3][CH:2]=[C:6]2[C:5]=1[C:14]1[CH:13]=[CH:12][C:11]([C:15]#[N:16])=[CH:10][C:9]=1[CH:8]=[N:7]2. Yields the product N=1NC=C2N=CC=3C=C(C=CC3C21)C#N (2H-pyrazolo[4,3-c]isoquinoline-7-carbonitrile). Run in O1CCOCC1 (1,4-dioxane). Starting materials: BrC1=NN(C2=C1N=C(C=1C=C(C=CC21)C#N)C2=C(C=CC=C2F)F)COCC[Si](C)(C)C (3-bromo-5-(2,6-difluorophenyl)-1-{[2-(trimethylsilyl)ethoxy]methyl}-1H-pyrazolo[4,3-c]isoquinoline-7-carbonitrile). Reported procedure: 707 mg of 3-bromo-5-(2,6-difluorophenyl)-1-{[2-(trimethylsilyl)ethoxy]methyl}-1H-pyrazolo[4,3-c]isoquinoline-7-carbonitrile are introduced into 17 ml of 1,4-dioxane. After argon has been bubbled through the mixture for 10 min, 846 mg of 4-aminopiperidine-1-sulphonamide, 2.15 g of caesium carbonate, 95 mg of 9,9-dimethyl-4,5-bis(diphenylphosphino)xanthene and 30 mg of palladium(II) acetate are added. The mixture is heated at reflux for 20 h. After cooling, the mixture is poured into water, extrac... Reactants: C(C1=CC=CC=C1)(=O)NC1=CC=C(C=C1)C1=CC=C2CN(C(C2=C1)=O)[C@H](C(=O)O)C(C)C ((S)-2-(6-(4-Benzamidophenyl)-1-oxoisoindolin-2-yl)-3-methylbutanoic acid), O=C1N(CC2=CC=C(C=C12)C1=CC=C(C=C1)NC(C1=CC=C(C=C1)C(F)(F)F)=O)C1(CCC1)C(=O)OC (Methyl 1-(1-oxo-6-(4-(4-(trifluoromethyl)benzamido)phenyl)isoindolin-2-yl)cyclobutanecarboxylate). The product is O=C1N(CC2=CC=C(C=C12)C1=CC=C(C=C1)NC(C1=CC=C(C=C1)C(F)(F)F)=O)C1(CCC1)C(=O)O (1-(1-Oxo-6-(4-(4-(trifluoromethyl)benzamido)phenyl)isoindolin-2-yl)cyclo butane carboxylic acid). Yield: 96.0%. As a reaction SMILES: C(NC1C=CC(C2C=C3C(CN([C@@H](C(C)C)C(O)=O)C3=O)=CC=2)=CC=1)(=O)C1C=CC=CC=1.[O:33]=[C:34]1[C:42]2[C:37](=[CH:38][CH:39]=[C:40]([C:43]3[CH:48]=[CH:47][C:46]([NH:49][C:50](=[O:61])[C:51]4[CH:56]=[CH:55][C:54]([C:57]([F:60])([F:59])[F:58])=[CH:53][CH:52]=4)=[CH:45][CH:44]=3)[CH:41]=2)[CH2:36][N:35]1[C:62]1([C:66]([O:68]C)=[O:67])[CH2:65][CH2:64][CH2:63]1>>[O:33]=[C:34]1[C:42]2[C:37](=[CH:38][CH:39]=[C:40]([C:43]3[CH:44]=[CH:45][C:46]([NH:49][C:50](=[O:61])[C:51]4[CH:56]=[CH:55][C:54]([C:57]([F:59])([F:58])[F:60])=[CH:53][CH:52]=4)=[CH:47][CH:48]=3)[CH:41]=2)[CH2:36][N:35]1[C:62]1([C:66]([OH:68])=[O:67])[CH2:65][CH2:64][CH2:63]1. Reported procedure: The compound of example 580 was prepared analogous to compound of example 98 by hydrolysis of compound of example 579. Starting materials: Br, COc1cnc2nc3c4ccccc4c(=O)n(-c4ccc([N+](=O)[O-])cc4)c3n2c1. The product is Br, O=c1c2ccccc2c2nc3ncc(O)cn3c2n1-c1ccc([N+](=O)[O-])cc1. RXN SMILES: [BrH:30].[CH3:1][O:2][c:3]1[cH:4][n:5][c:6]2[n:7][c:8]3[c:9]([n:10](-[c:19]4[cH:20][cH:21][c:22]([N+:25](=[O:26])[O-:27])[cH:23][cH:24]4)[c:11](=[O:18])[c:12]4[cH:13][cH:14][cH:15][cH:16][c:17]34)[n:28]2[cH:29]1>>[BrH:30].[OH:2][c:3]1[cH:4][n:5][c:6]2[n:7][c:8]3[c:9]([n:10](-[c:19]4[cH:20][cH:21][c:22]([N+:25](=[O:26])[O-:27])[cH:23][cH:24]4)[c:11](=[O:18])[c:12]4[cH:13][cH:14][cH:15][cH:16][c:17]34)[n:28]2[cH:29]1.